Dataset: the Open Reaction Database (ORD), a public repository of structured organic reaction records. Task: describe an organic reaction: reactants, conditions, products, and yield Starting materials: O=C(CNC(=O)c1cccc(C(F)(F)F)c1)NC1CNC1, O=C1CCC(c2ccc(=O)n(CC(F)(F)F)c2)CC1. Product: O=C(CNC(=O)c1cccc(C(F)(F)F)c1)NC1CN(C2CCC(c3ccc(=O)n(CC(F)(F)F)c3)CC2)C1. As a reaction SMILES: [NH:20]1[CH2:21][CH:22]([NH:24][C:25](=[O:26])[CH2:27][NH:28][C:29]([c:30]2[cH:31][c:32]([C:36]([F:37])([F:38])[F:39])[cH:33][cH:34][cH:35]2)=[O:40])[CH2:23]1.[O:1]=[C:2]1[CH2:3][CH2:4][CH:5]([c:8]2[cH:9][cH:10][c:11](=[O:19])[n:12]([CH2:14][C:15]([F:16])([F:17])[F:18])[cH:13]2)[CH2:6][CH2:7]1>>[CH:2]1([N:20]2[CH2:21][CH:22]([NH:24][C:25](=[O:26])[CH2:27][NH:28][C:29]([c:30]3[cH:31][c:32]([C:36]([F:37])([F:38])[F:39])[cH:33][cH:34][cH:35]3)=[O:40])[CH2:23]2)[CH2:3][CH2:4][CH:5]([c:8]2[cH:9][cH:10][c:11](=[O:19])[n:12]([CH2:14][C:15]([F:16])([F:17])[F:18])[cH:13]2)[CH2:6][CH2:7]1.